Dataset: the Open Reaction Database (ORD), a public repository of structured organic reaction records. Task: describe an organic reaction: reactants, conditions, products, and yield Reaction conditions: time 8 hour. The solvent is CCO (EtOH), O (H2O). Isolated yield 95.9%. Reported procedure: A solution of salicylaldehyde (24.42 g, 0.200 mole) in 80 ml of EtOh was added to a stirred solution of ethylenediamine (6.070 g, 0.100, olc) in a mixture of 50 ml EtOH and 50 ml of H2O over a period of 5 minutes. The reaction mixture was refluxed for 1 hour and stirred at room temperature overnight. The yellow crystalline product was separated by filtration and washed with 2×30 ml of cold 60% EtOh and air dried to yield 25.733 g (95.9%) of salen. Reactants: C(C=1C(O)=CC=CC1)=O (salicylaldehyde), C(CN)N (ethylenediamine). Yields the product C1=C/C(=C\NCCN/C=C\2/C=CC=CC2=O)/C(=O)C=C1 (salen). As a reaction SMILES: [CH:1](=O)[C:2]1[C:3](=[CH:5][CH:6]=[CH:7][CH:8]=1)[OH:4].[CH2:10]([NH2:13])[CH2:11][NH2:12]>CCO.O>[CH:7]1[CH:6]=[CH:5][C:3](=[O:4])/[C:2](=[CH:1]/[NH:12][CH2:11][CH2:10][NH:13]/[CH:1]=[C:2]2/[CH:8]=[CH:7][CH:6]=[CH:5][C:3]/2=[O:4])/[CH:8]=1. Reactants: C(C)(C)(C)OC(=O)N1[C@H](CCC1)COC1=CC=C(C=C1)OCC1=CC=CC=C1 ((R)-2-(4-Benzyloxy-phenoxymethyl)-pyrrolidine-1-carboxylic acid tert-butyl ester), C1CCOC1 (THF). The reagents and catalysts are [Pd] (Pd/C). The solvent is CCO (EtOH). Reaction conditions: time 8 hour. The product is C(C)(C)(C)OC(=O)N1[C@H](CCC1)COC1=CC=C(C=C1)O ((R)-2-(4-Hydroxy-phenoxymethyl)-pyrrolidine-1-carboxylic acid tert-butyl ester). Reaction SMILES: [C:1]([O:5][C:6]([N:8]1[CH2:12][CH2:11][CH2:10][C@@H:9]1[CH2:13][O:14][C:15]1[CH:20]=[CH:19][C:18]([O:21]CC2C=CC=CC=2)=[CH:17][CH:16]=1)=[O:7])([CH3:4])([CH3:3])[CH3:2].C1COCC1>[Pd].CCO>[C:1]([O:5][C:6]([N:8]1[CH2:12][CH2:11][CH2:10][C@@H:9]1[CH2:13][O:14][C:15]1[CH:20]=[CH:19][C:18]([OH:21])=[CH:17][CH:16]=1)=[O:7])([CH3:4])([CH3:2])[CH3:3]. Procedure details: The product from step 2 (12.0 g, 31.3 mmol) was added to a round-bottom flask containing THF (100 mL), EtOH (200 mL) and 10% Pd/C (10.5 g). The flask was charged with H2 and left to stir under H2 atmosphere overnight. The Pd/C was removed by filtering the reaction mixture through celite. The resulting solution was concentrated to give the title compound. (6.00 g, 65%). The reactants are COC(COC1=CC=C(C=C1)NC(CCCCCOCC1=CC=CC=C1)=O)=O ([4-(6-Benzyloxyhexanoylamino)-phenoxy]-acetic acid methyl ester). The reagents and catalysts are [Pd] (Palladium on carbon). The solvent is CO (methanol), CN(C=O)C (dimethyl formamide). Conditions: time 24 hour. Yields the product COC(COC1=CC=C(C=C1)NC(CCCCCO)=O)=O ([4-(6-Hydroxyhexanoylamino)-phenoxy]-acetic acid methyl ester). Yield: 24.4%. RXN SMILES: [CH3:1][O:2][C:3](=[O:28])[CH2:4][O:5][C:6]1[CH:11]=[CH:10][C:9]([NH:12][C:13](=[O:27])[CH2:14][CH2:15][CH2:16][CH2:17][CH2:18][O:19]CC2C=CC=CC=2)=[CH:8][CH:7]=1>CO.CN(C)C=O.[Pd]>[CH3:1][O:2][C:3](=[O:28])[CH2:4][O:5][C:6]1[CH:11]=[CH:10][C:9]([NH:12][C:13](=[O:27])[CH2:14][CH2:15][CH2:16][CH2:17][CH2:18][OH:19])=[CH:8][CH:7]=1. Procedure: [4-(6-Benzyloxyhexanoylamino)-phenoxy]-acetic acid methyl ester 57 (24 grms, 62.33 mmol) was dissolved in a mixture of methanol (200 ml) and dimethyl formamide (50 ml) in a pressure vessel. Palladium on carbon (5%, 15 g) was added and the mixture stirred under an atmosphere of hydrogen (4 kg) for 24 hours. Catalyst was removed by filtration, and the solvents distilled off under vacuum. Crude 58 was purified by column chromatography on silica gel using chloroform as eluant to get pure 58 (4.5 g, ... Starting materials: N#Cc1cccc(Br)c1, O=C([O-])[O-], CCO, [K+], [K+], NO. Yields the product NC(=NO)c1cccc(Br)c1. As a reaction SMILES: [Br:3][c:4]1[cH:5][c:6]([C:7]#[N:8])[cH:9][cH:10][cH:11]1.[C:12](=[O:13])([O-:14])[O-:15].[CH3:18][CH2:19][OH:20].[K+:16].[K+:17].[NH2:1][OH:2]>>[N:1]([OH:2])=[C:7]([c:6]1[cH:5][c:4]([Br:3])[cH:11][cH:10][cH:9]1)[NH2:8]. Starting materials: ClC1=C(C=CC(=C1)F)S(=O)(=O)[C@@H]1C[C@H](N(C1)C(CC(C)=O)=O)C(=O)OC ((2S,4R)-methyl 4-(2-chloro-4-fluorophenylsulfonyl)-1-(3-oxobutanoyl)pyrrolidine-2-carboxylate), COC=1C=CC(=CC1)P2(=S)SP(=S)(S2)C=3C=CC(=CC3)OC (Lawesson's reagent). The product is ClC1=C(C=CC(=C1)F)S(=O)(=O)[C@@H]1C[C@H](N(C1)C(CC(C)=O)=S)C(=O)OC ((2S,4R)-Methyl 4-(2-chloro-4-fluorophenylsulfonyl)-1-(3-oxobutanethioyl)pyrrolidine-2-carboxylate). As a reaction SMILES: [Cl:1][C:2]1[CH:7]=[C:6]([F:8])[CH:5]=[CH:4][C:3]=1[S:9]([C@H:12]1[CH2:16][N:15]([C:17](=O)[CH2:18][C:19](=[O:21])[CH3:20])[C@H:14]([C:23]([O:25][CH3:26])=[O:24])[CH2:13]1)(=[O:11])=[O:10].COC1C=CC(P2(SP(C3C=CC(OC)=CC=3)(=S)S2)=[S:36])=CC=1>>[Cl:1][C:2]1[CH:7]=[C:6]([F:8])[CH:5]=[CH:4][C:3]=1[S:9]([C@H:12]1[CH2:16][N:15]([C:17](=[S:36])[CH2:18][C:19](=[O:21])[CH3:20])[C@H:14]([C:23]([O:25][CH3:26])=[O:24])[CH2:13]1)(=[O:11])=[O:10]. Reported procedure: In analogy to the procedure described in example 192 g, (2S,4R)-methyl 4-(2-chloro-4-fluorophenylsulfonyl)-1-(3-oxobutanoyl)pyrrolidine-2-carboxylate (example 375b) was reacted with Lawesson's reagent (CAS Reg. No. 19172-47-5) to give the title compound as orange foam. MS (ESI): m/z=421.9 [M+H]+. Reactants: BrC1=CC=C(C=C1)C1(CCCC1)O (1-(4-bromo-phenyl)-cyclopentanol), C1(=CC=C(C=C1)S(=O)(=O)O)C (toluene-4-sulfonic acid). Solvent: C1(=CC=CC=C1)C (toluene). Product: BrC1=CC=C(C=C1)C1=CCCC1 (1-bromo-4-cyclopent-1-enyl-benzene). Yield: 87.2%. RXN SMILES: [Br:1][C:2]1[CH:7]=[CH:6][C:5]([C:8]2(O)[CH2:12][CH2:11][CH2:10][CH2:9]2)=[CH:4][CH:3]=1.C1(C)C=CC(S(O)(=O)=O)=CC=1>C1(C)C=CC=CC=1>[Br:1][C:2]1[CH:7]=[CH:6][C:5]([C:8]2[CH2:12][CH2:11][CH2:10][CH:9]=2)=[CH:4][CH:3]=1. Procedure details: To a solution of 2.62 g of 1-(4-bromo-phenyl)-cyclopentanol (10.9 mmol) in 50 ml toluene were added 124 mg of toluene-4-sulfonic acid (1 mmol) and the mixture was heated to reflux for 4 h. After the reaction mixture was allowed to cool to RT it was washed with sat. NaHCO3-solution and brine, dried (MgSO4), filtered and concentrated in vacuo to give 2.12 g of 1-bromo-4-cyclopent-1-enyl-benzene (88%) as an off-white solid. Reactants: diol, C1(=CC=C(C=C1)S(=O)(=O)O)C (para-toluenesulphonic acid), C1(=CC=CC=C1)C (toluene), ClC1=CC=C(C=C1)C(C(=O)OCC)=O (ethyl 2-(4-chlorophenyl)-2-oxoacetate). Yields the product ClC1=CC=C(C=C1)C1(OCC(CO1)C1C2=CC=CC=C2C=2C=CC=CC12)C(=O)OCC (Ethyl 2-(4-Chlorophenyl)-5-(9H-fluoren-9-yl)-[1,3]dioxane-2-carboxylate). As a reaction SMILES: [Cl:1][C:2]1[CH:7]=[CH:6][C:5]([C:8](=[O:14])[C:9]([O:11][CH2:12][CH3:13])=[O:10])=[CH:4][CH:3]=1.[C:15]1([CH3:25])[CH:20]=[CH:19][C:18](S(O)(=O)=O)=[CH:17][CH:16]=1.[C:26]1(C)[CH:31]=[CH:30][CH:29]=[CH:28][CH:27]=1>>[Cl:1][C:2]1[CH:3]=[CH:4][C:5]([C:8]2([C:9]([O:11][CH2:12][CH3:13])=[O:10])[O:10][CH2:9][CH:8]([CH:25]3[C:26]4[CH:27]=[CH:28][CH:29]=[CH:30][C:31]=4[C:20]4[C:15]3=[CH:16][CH:17]=[CH:18][CH:19]=4)[CH2:5][O:14]2)=[CH:6][CH:7]=1. Procedure details: The product is obtained by reacting the above diol with ethyl 2-(4-chlorophenyl)-2-oxoacetate according to the method already described, by refluxing in toluene in the presence of para-toluenesulphonic acid.